This data is from the Open Reaction Database (ORD), a public repository of structured organic reaction records. The task is: describe an organic reaction: reactants, conditions, products, and yield The reactants are ClCCCC(=O)OCC (ethyl 4-chlorobutyrate), CC(=O)C (acetone), [I-].[Na+] (sodium iodide). Solvent: C(Cl)Cl (methylene chloride). Product: ICCCC(=O)OCC (Ethyl 4-iodobutyrate). Yield: 69.2%. As a reaction SMILES: Cl[CH2:2][CH2:3][CH2:4][C:5]([O:7][CH2:8][CH3:9])=[O:6].CC(C)=O.[I-:14].[Na+]>C(Cl)Cl>[I:14][CH2:2][CH2:3][CH2:4][C:5]([O:7][CH2:8][CH3:9])=[O:6] |f:2.3|. Procedure details: Mix ethyl 4-chlorobutyrate (80 g), acetone (400 mL) and sodium iodide (100 g). Reflux for 8 hours, cool and add methylene chloride (400 mL). Filter and evaporate the filtrate to a residue. Partition the residue between methylene chloride (200 mL) and water (200 mL). Separate the organic phase, dry (MgSO4) and evaporate to an oil. Purify by distillation to give the title compound (89 g); bp 64° C.@0.5 mm Hg. Reactants: CCOC(C)=O, CCOC(=O)CC(C(=O)OCC)C(=O)OCC, O=[N+]([O-])c1cc(C(F)(F)F)cnc1Cl, [Na+], C1CCOC1, [OH-], O. Product: CCOC(=O)CC(C(=O)OCC)(C(=O)OCC)c1ncc(C(F)(F)F)cc1[N+](=O)[O-]. As a reaction SMILES: [CH3:18][CH2:19][O:20][C:21](=[O:22])[CH3:23].[CH:24]([CH2:25][C:26](=[O:27])[O:28][CH2:29][CH3:30])([C:31](=[O:32])[O:33][CH2:34][CH3:35])[C:36](=[O:37])[O:38][CH2:39][CH3:40].[Cl:1][c:2]1[n:3][cH:4][c:5]([C:11]([F:12])([F:13])[F:14])[cH:6][c:7]1[N+:8](=[O:9])[O-:10].[Na+:16].[O:41]1[CH2:42][CH2:43][CH2:44][CH2:45]1.[OH-:15].[OH2:17]>>[c:2]1([C:24]([CH2:25][C:26](=[O:27])[O:28][CH2:29][CH3:30])([C:31](=[O:32])[O:33][CH2:34][CH3:35])[C:36](=[O:37])[O:38][CH2:39][CH3:40])[n:3][cH:4][c:5]([C:11]([F:12])([F:13])[F:14])[cH:6][c:7]1[N+:8](=[O:9])[O-:10].